From a dataset of the Open Reaction Database (ORD), a public repository of structured organic reaction records. describe an organic reaction: reactants, conditions, products, and yield Starting materials: CC(C)(C)NC(=O)c1ncc(Br)cn1, CC(c1ccc(B2OC(C)(C)C(C)(C)O2)cc1)N1CCC(CC(C)(C)O)(c2ccccc2)OC1=O. Yields the product CC(c1ccc(-c2cnc(C(=O)NC(C)(C)C)nc2)cc1)N1CCC(CC(C)(C)O)(c2ccccc2)OC1=O. As a reaction SMILES: [Br:36][c:37]1[cH:38][n:39][c:40]([C:43](=[O:44])[NH:45][C:46]([CH3:47])([CH3:48])[CH3:49])[n:41][cH:42]1.[OH:1][C:2]([CH2:3][C:4]1([c:28]2[cH:29][cH:30][cH:31][cH:32][cH:33]2)[CH2:5][CH2:6][N:7]([CH:11]([CH3:12])[c:13]2[cH:14][cH:15][c:16]([B:19]3[O:20][C:21]([CH3:22])([CH3:23])[C:24]([CH3:25])([CH3:26])[O:27]3)[cH:17][cH:18]2)[C:8](=[O:10])[O:9]1)([CH3:34])[CH3:35]>>[OH:1][C:2]([CH2:3][C:4]1([c:28]2[cH:29][cH:30][cH:31][cH:32][cH:33]2)[CH2:5][CH2:6][N:7]([CH:11]([CH3:12])[c:13]2[cH:14][cH:15][c:16](-[c:37]3[cH:38][n:39][c:40]([C:43](=[O:44])[NH:45][C:46]([CH3:47])([CH3:48])[CH3:49])[n:41][cH:42]3)[cH:17][cH:18]2)[C:8](=[O:10])[O:9]1)([CH3:34])[CH3:35]. The reactants are C[Si](C)(C)[N-][Si](C)(C)C.[K+] (potassium bis(trimethylsilyl)amide), ClC1=CC(=NC=C1)C(=O)N (4-chloro-2-pyridine-carboxamide), ClC1=C(C=C(C=C1)NC1=NN=C(O1)C1=CC=C(C=C1)O)C(F)(F)F (4-(5-{[4-chloro-3-(trifluoromethyl)-phenyl]amino}-1,3,4-oxadiazol-2-yl)phenol), C(=O)([O-])[O-].[K+].[K+] (K2CO3). The solvent is CN(C)C=O (DMF), CO (MeOH). Conditions: temperature 80 celsius. The product is FC(C(=O)O)(F)F.ClC1=C(C=C(C=C1)NC1=NN=C(O1)C1=CC=C(OC2=CC(=NC=C2)C(=O)NC)C=C1)C(F)(F)F (4-[4-(5-{[4-chloro-3-(trifluoromethyl)phenyl]amino}-1,3,4-oxadiazol-2-yl)phenoxy]-N-methylpyridine-2-carboxamide trifluoroacetate salt). Yield: 79.8%. RXN SMILES: [Cl:1][C:2]1[CH:7]=[CH:6][C:5]([NH:8][C:9]2[O:13][C:12]([C:14]3[CH:19]=[CH:18][C:17]([OH:20])=[CH:16][CH:15]=3)=[N:11][N:10]=2)=[CH:4][C:3]=1[C:21]([F:24])([F:23])[F:22].[CH3:25][Si]([N-][Si](C)(C)C)(C)C.[K+].[C:35]([O-:38])([O-])=[O:36].[K+].[K+].Cl[C:42]1[CH:47]=[CH:46][N:45]=[C:44]([C:48]([NH2:50])=[O:49])[CH:43]=1>CN(C=O)C.CO>[F:22][C:21]([F:24])([F:23])[C:35]([OH:38])=[O:36].[Cl:1][C:2]1[CH:7]=[CH:6][C:5]([NH:8][C:9]2[O:13][C:12]([C:14]3[CH:15]=[CH:16][C:17]([O:20][C:42]4[CH:47]=[CH:46][N:45]=[C:44]([C:48]([NH:50][CH3:25])=[O:49])[CH:43]=4)=[CH:18][CH:19]=3)=[N:11][N:10]=2)=[CH:4][C:3]=1[C:21]([F:22])([F:23])[F:24] |f:1.2,3.4.5,9.10|. Procedure: 4-(5-{[4-chloro-3-(trifluoromethyl)-phenyl]amino}-1,3,4-oxadiazol-2-yl)phenol (100 mg, 0.281 mmol) was dissolved in ca. 2 mL of anhydrous DMF under argon. Solid potassium bis(trimethylsilyl)amide (140.2 mg, 0.702 mmol) was added and the resulting yellow solution was heated at 80° C. for 15 min. Then solid K2CO3 (19.4 mg, 0.140 mmol) was added, followed by 4-chloro-2-pyridine-carboxamide (52.7 mg, 0.309 mmol). The reaction mixture was microwaved at 200 C for 15 min. Then it was diluted with 1 mL ... Reactants: CCc1nc2c(C)cc(C)nc2n1Cc1ccc2c(c1)OCc1ccccc1C2=C(C)C#N, CC(C#N)=C1c2ccccc2COc2cc(CO)ccc21. Yields the product CCc1nc2c(C)cc(C)nc2[nH]1. As a reaction SMILES: [CH2:1]([CH3:2])[c:3]1[n:4][c:5]2[c:6]([n:7][c:8]([CH3:12])[cH:9][c:10]2[CH3:11])[n:13]1[CH2:14][c:15]1[cH:16][cH:17][c:18]2[c:19]([cH:20]1)[O:21][CH2:22][c:23]1[cH:24][cH:25][cH:26][cH:27][c:28]1[C:29]2=[C:30]([CH3:31])[C:32]#[N:33].[OH:34][CH2:35][c:36]1[cH:37][cH:38][c:39]2[c:40]([cH:41]1)[O:42][CH2:43][c:44]1[cH:45][cH:46][cH:47][cH:48][c:49]1[C:50]2=[C:51]([CH3:52])[C:53]#[N:54]>>[CH2:1]([CH3:2])[c:3]1[n:4][c:5]2[c:6]([n:7][c:8]([CH3:12])[cH:9][c:10]2[CH3:11])[nH:13]1. Starting materials: O=C([O-])O, COCCOC, ClCCl, CN1CCN(c2ccc3nc(-c4ccc(F)cc4)c(I)n3n2)CC1, [Na+], O, OB(O)c1ccncc1. Product: CN1CCN(c2ccc3nc(-c4ccc(F)cc4)c(-c4ccncc4)n3n2)CC1. As a reaction SMILES: [C:31](=[O:32])([OH:33])[O-:34].[CH2:25]([CH2:26][O:27][CH3:28])[O:29][CH3:30].[Cl:46][CH2:47][Cl:48].[F:1][c:2]1[cH:3][cH:4][c:5](-[c:8]2[n:9][c:10]3[n:11]([n:12][c:13]([N:16]4[CH2:17][CH2:18][N:19]([CH3:22])[CH2:20][CH2:21]4)[cH:14][cH:15]3)[c:23]2[I:24])[cH:6][cH:7]1.[Na+:35].[OH2:45].[n:36]1[cH:37][cH:38][c:39]([B:42]([OH:43])[OH:44])[cH:40][cH:41]1>>[F:1][c:2]1[cH:3][cH:4][c:5](-[c:8]2[n:9][c:10]3[n:11]([n:12][c:13]([N:16]4[CH2:17][CH2:18][N:19]([CH3:22])[CH2:20][CH2:21]4)[cH:14][cH:15]3)[c:23]2-[c:39]2[cH:38][cH:37][n:36][cH:41][cH:40]2)[cH:6][cH:7]1. Starting materials: O=C1CCC(=O)N1Br, ClCCCl, COCCCc1ccc(Cl)cc1, CC(C)(C#N)N=NC(C)(C)C#N. The product is COCCC(Br)c1ccc(Cl)cc1. As a reaction SMILES: [Br:13][N:14]1[C:15](=[O:16])[CH2:17][CH2:18][C:19]1=[O:20].[CH2:33]([Cl:34])[CH2:35][Cl:36].[CH3:1][O:2][CH2:3][CH2:4][CH2:5][c:6]1[cH:7][cH:8][c:9]([Cl:12])[cH:10][cH:11]1.[N:21]([C:22]([CH3:23])([CH3:24])[C:25]#[N:26])=[N:27][C:28]([CH3:29])([CH3:30])[C:31]#[N:32]>>[CH3:1][O:2][CH2:3][CH2:4][CH:5]([c:6]1[cH:7][cH:8][c:9]([Cl:12])[cH:10][cH:11]1)[Br:13]. Starting materials: [N+](=O)([O-])C1=C(C=C(C=C1)N1C[C@@H]2N(CC1)CCC2)OC(C)C ((8aR)-2-[4-nitro-3-(propan-2-yloxy)phenyl]octahydropyrrolo[1,2-a]pyrazine), O.NN (hydrazine hydrate). The reagents and catalysts are [Pd] (palladium-on-carbon). The solvent is C(C)O (ethanol). Reaction conditions: temperature 80 celsius. Product: C1[C@@H]2N(CCN1C1=CC(=C(N)C=C1)OC(C)C)CCC2 (4-[(8aR)-hexahydropyrrolo[1,2-a]pyrazin-2(1H)-yl]-2-(propan-2-yloxy)aniline). The yield is 98.8%. RXN SMILES: [N+:1]([C:4]1[CH:9]=[CH:8][C:7]([N:10]2[CH2:15][CH2:14][N:13]3[CH2:16][CH2:17][CH2:18][C@@H:12]3[CH2:11]2)=[CH:6][C:5]=1[O:19][CH:20]([CH3:22])[CH3:21])([O-])=O.O.NN>C(O)C.[Pd]>[CH2:11]1[N:10]([C:7]2[CH:8]=[CH:9][C:4]([NH2:1])=[C:5]([O:19][CH:20]([CH3:22])[CH3:21])[CH:6]=2)[CH2:15][CH2:14][N:13]2[CH2:16][CH2:17][CH2:18][C@H:12]12 |f:1.2|. Procedure details: A mixture of 1.38 g of (8aR)-2-[4-nitro-3-(propan-2-yloxy)phenyl]octahydropyrrolo[1,2-a]pyrazine, 2.72 g of hydrazine hydrate and 240 mg of 10% palladium-on-carbon (240 mg, 5 mol %) in 30 ml of ethanol is heated at 80° C. (bath) for 1 h 30. The mixture is filtered on Clarcel and the filtrate is concentrated under vacuum, so as to obtain 1.23 g of 4-[(8aR)-hexahydropyrrolo[1,2-a]pyrazin-2(1H)-yl]-2-(propan-2-yloxy)aniline in the form of a purple oil.